From a dataset of the Open Reaction Database (ORD), a public repository of structured organic reaction records. describe an organic reaction: reactants, conditions, products, and yield Reactants: C(C)(=O)C1=CC=CC=C1 (acetophenone), O([Na])C(C)(C)C (NaO-t-Bu). Run in C(C)(C)O (isopropyl alcohol). Run at temperature 30 celsius, time 16.5 hour. The product is CC(C1=CC=CC=C1)O (1-phenethyl alcohol). As a reaction SMILES: O(C(C)(C)C)[Na].[C:7]([C:10]1[CH:15]=[CH:14][CH:13]=[CH:12][CH:11]=1)(=[O:9])[CH3:8]>C(O)(C)C>[CH3:8][CH:7]([OH:9])[C:10]1[CH:15]=[CH:14][CH:13]=[CH:12][CH:11]=1. Procedure: Into a 100-mL stainless-steel autoclave was put 24.0 mg (0.03 mmol) of [CuCl((R,R)-SKEWPHOS) (PPh3)]n obtained in Example 27, triphenyl phosphine of the amount shown in Table 6 below, and 28.8 mg (0.30 mmol) of NaO-t-Bu, followed by replacing with nitrogen in the autoclave, and then 2.0 mL of isopropyl alcohol and 1.05 mL (9.0 mmol) of acetophenone were added. The reaction was carried out with stirring under a hydrogen pressure of 5 MPa at 30° C. for 16 to 17 hours to give 1-phenethyl alcohol wh... Starting materials: ClCC=1C=NC=C(C1)C1=CC=C(C=C1)F (3-chloromethyl-5-(4-fluorophenyl)pyridine), N1=C(N=CC=C1)N1CCNCC1 (1-(2-pyrimidinyl)piperazine). Solvent: C(C)#N (acetonitrile). The product is N1=C(N=CC=C1)N1CCN(CC1)CC=1C=NC=C(C1)C1=CC=C(C=C1)F (1-(2-pyrimidinyl)-4-[(5-(4-fluorophenyl)-3-pyridyl)methyl]piperazine). RXN SMILES: Cl[CH2:2][C:3]1[CH:4]=[N:5][CH:6]=[C:7]([C:9]2[CH:14]=[CH:13][C:12]([F:15])=[CH:11][CH:10]=2)[CH:8]=1.[N:16]1[CH:21]=[CH:20][CH:19]=[N:18][C:17]=1[N:22]1[CH2:27][CH2:26][NH:25][CH2:24][CH2:23]1>C(#N)C>[N:16]1[CH:21]=[CH:20][CH:19]=[N:18][C:17]=1[N:22]1[CH2:27][CH2:26][N:25]([CH2:2][C:3]2[CH:4]=[N:5][CH:6]=[C:7]([C:9]3[CH:14]=[CH:13][C:12]([F:15])=[CH:11][CH:10]=3)[CH:8]=2)[CH2:24][CH2:23]1. Reported procedure: Starting from 1.10 g of 3-chloromethyl-5-(4-fluorophenyl)pyridine (“B”) [obtainable, for example, by radical chlorination of 3-methyl-5-(4-fluorophenyl)-pyridine], reaction with 0.82 g of 1-(2-pyrimidinyl)piperazine in 200 ml of acetonitrile at room temperature analogously to Example 1 gives 1-(2-pyrimidinyl)-4-[(5-(4-fluorophenyl)-3-pyridyl)methyl]piperazine, m.p. 97-98°, after customary work-up. Starting materials: OC1CC=CC1, CCOC(=O)N=NC(=O)OCC, C1CCOC1, O=C1c2ccccc2C(=O)N1O, c1ccc(P(c2ccccc2)c2ccccc2)cc1. Product: O=C1c2ccccc2C(=O)N1OC1CC=CC1. RXN SMILES: [CH:1]1([OH:6])[CH2:2][CH:3]=[CH:4][CH2:5]1.[O:38]=[C:39]([O:40][CH2:41][CH3:42])[N:43]=[N:44][C:45]([O:46][CH2:47][CH3:48])=[O:49].[O:50]1[CH2:51][CH2:52][CH2:53][CH2:54]1.[OH:7][N:8]1[C:9](=[O:18])[c:10]2[c:11]([cH:14][cH:15][cH:16][cH:17]2)[C:12]1=[O:13].[c:19]1([P:20]([c:21]2[cH:22][cH:23][cH:24][cH:25][cH:26]2)[c:27]2[cH:28][cH:29][cH:30][cH:31][cH:32]2)[cH:33][cH:34][cH:35][cH:36][cH:37]1>>[CH:1]1([O:6][N:8]2[C:9](=[O:18])[c:10]3[c:11]([cH:14][cH:15][cH:16][cH:17]3)[C:12]2=[O:13])[CH2:2][CH:3]=[CH:4][CH2:5]1.